This data is from the Open Reaction Database (ORD), a public repository of structured organic reaction records. The task is: describe an organic reaction: reactants, conditions, products, and yield The reactants are COc1ccc(C2=CCN(C(=O)OC(C)(C)C)CC2)c2sc(NC(=O)N3CCOCC3)nc12, CO, C1CCOC1. Product: COc1ccc(C2CCN(C(=O)OC(C)(C)C)CC2)c2sc(NC(=O)N3CCOCC3)nc12. RXN SMILES: [C:1]([CH3:2])([CH3:3])([CH3:4])[O:5][C:6](=[O:7])[N:8]1[CH2:9][CH2:10][C:11]([c:14]2[cH:15][cH:16][c:17]([O:32][CH3:33])[c:18]3[n:19][c:20]([NH:23][C:24](=[O:25])[N:26]4[CH2:27][CH2:28][O:29][CH2:30][CH2:31]4)[s:21][c:22]23)=[CH:12][CH2:13]1.[CH3:39][OH:40].[O:34]1[CH2:35][CH2:36][CH2:37][CH2:38]1>>[C:1]([CH3:2])([CH3:3])([CH3:4])[O:5][C:6](=[O:7])[N:8]1[CH2:9][CH2:10][CH:11]([c:14]2[cH:15][cH:16][c:17]([O:32][CH3:33])[c:18]3[n:19][c:20]([NH:23][C:24](=[O:25])[N:26]4[CH2:27][CH2:28][O:29][CH2:30][CH2:31]4)[s:21][c:22]23)[CH2:12][CH2:13]1. Starting materials: [Cl-].[NH4+] (ammonium chloride), C(CO)O (ethylene glycol), O.C1(=CC=C(C=C1)S(=O)(=O)O)C (p-toluenesulfonic acid hydrate), BrC=1N=C2C(=NC1)NC=C2C(C(C)(C)C)=O (1-(2-bromo-5H-pyrrolo[2,3-b]pyrazin-7-yl)-2,2-dimethyl-propan-1-one). The solvent is C(C)(=O)OCC (ethyl acetate), O (water), C1(=CC=CC=C1)C (toluene). Run at time 24 hour. Yields the product BrC=1N=C2C(=NC1)NC=C2C2(OCCO2)C(C)(C)C (2-bromo-7-(2-tert-butyl-[1,3]dioxolan-2-yl)-5H-pyrrolo[2,3-b]pyrazine). The yield is 83.3%. Reaction SMILES: [Br:1][C:2]1[N:3]=[C:4]2[C:10]([C:11](=[O:16])[C:12]([CH3:15])([CH3:14])[CH3:13])=[CH:9][NH:8][C:5]2=[N:6][CH:7]=1.[CH2:17](O)[CH2:18][OH:19].O.C1(C)C=CC(S(O)(=O)=O)=CC=1.[Cl-].[NH4+]>C1(C)C=CC=CC=1.C(OCC)(=O)C.O>[Br:1][C:2]1[N:3]=[C:4]2[C:10]([C:11]3([C:12]([CH3:13])([CH3:15])[CH3:14])[O:19][CH2:18][CH2:17][O:16]3)=[CH:9][NH:8][C:5]2=[N:6][CH:7]=1 |f:2.3,4.5|. Procedure details: 1-(2-bromo-5H-pyrrolo[2,3-b]pyrazin-7-yl)-2,2-dimethyl-propan-1-one (1.5 g, 5.3 mmol) was partly dissolved in 18 ml toluene, and ethylene glycol (0.9 ml, 15.9 mmol) and then p-toluenesulfonic acid hydrate were added. The mixture was refluxed with a Dean-Stark-type trap attached for 24 hr. The reaction was cooled to room temperature and ammonium chloride solution, water and ethyl acetate were added. The layers were separated and the aqueous layer was extracted twice more with ethyl acetate. The c... The reactants are C(C)(C)(C)P(C1=C(C=CC=C1)C1=CC=CC=C1)C(C)(C)C (2-(di-t-butylphosphino)biphenyl), BrC1=NC=CC(=C1)CC (2-bromo-4-ethylpyridine), BrCCBr (1,2-dibromoethane), C(C1=CC=CC=C1)OC1=C(C=CC(=C1)CI)N1CC(N(S1(=O)=O)CC[Si](C)(C)C)=O (5-(2-benzyloxy-4-iodomethylphenyl)-1,1-dioxo-2-(2-trimethylsilanylethyl)-1,2,5-thiadiazolidin-3-one), C[Si](C)(C)Cl (TMSCl). Reagents/catalysts: C=1C=CC(=CC1)/C=C/C(=O)/C=C/C2=CC=CC=C2.C=1C=CC(=CC1)/C=C/C(=O)/C=C/C2=CC=CC=C2.C=1C=CC(=CC1)/C=C/C(=O)/C=C/C2=CC=CC=C2.[Pd].[Pd] (Pd2(dba)3), [Zn] (zinc), [Zn] (zinc). Solvent: CN(C(C)=O)C (N,N-dimethylacetamide), CN(C(C)=O)C (N,N-dimethylacetamide), CN(C(C)=O)C (N,N-dimethylacetamide). Reaction conditions: temperature 120 celsius, time 30 minute. The product is C(C1=CC=CC=C1)OC1=C(C=CC(=C1)CC1=NC=CC(=C1)CC)N1CC(N(S1(=O)=O)CC[Si](C)(C)C)=O (5-[2-Benzyloxy-4-(4-ethylpyridin-2-ylmethyl)-phenyl]-1,1-dioxo-2-(2-trimethylsilanyl-ethyl)-1,2,5-thiadiazolidin-3-one). Reaction SMILES: BrCCBr.C[Si](Cl)(C)C.[CH2:10]([O:17][C:18]1[CH:23]=[C:22]([CH2:24]I)[CH:21]=[CH:20][C:19]=1[N:26]1[S:30](=[O:32])(=[O:31])[N:29]([CH2:33][CH2:34][Si:35]([CH3:38])([CH3:37])[CH3:36])[C:28](=[O:39])[CH2:27]1)[C:11]1[CH:16]=[CH:15][CH:14]=[CH:13][CH:12]=1.C(P(C(C)(C)C)C1C=CC=CC=1C1C=CC=CC=1)(C)(C)C.Br[C:62]1[CH:67]=[C:66]([CH2:68][CH3:69])[CH:65]=[CH:64][N:63]=1>CN(C)C(=O)C.[Zn].C1C=CC(/C=C/C(/C=C/C2C=CC=CC=2)=O)=CC=1.C1C=CC(/C=C/C(/C=C/C2C=CC=CC=2)=O)=CC=1.C1C=CC(/C=C/C(/C=C/C2C=CC=CC=2)=O)=CC=1.[Pd].[Pd]>[CH2:10]([O:17][C:18]1[CH:23]=[C:22]([CH2:24][C:62]2[CH:67]=[C:66]([CH2:68][CH3:69])[CH:65]=[CH:64][N:63]=2)[CH:21]=[CH:20][C:19]=1[N:26]1[S:30](=[O:32])(=[O:31])[N:29]([CH2:33][CH2:34][Si:35]([CH3:38])([CH3:37])[CH3:36])[C:28](=[O:39])[CH2:27]1)[C:11]1[CH:16]=[CH:15][CH:14]=[CH:13][CH:12]=1 |f:7.8.9.10.11|. Procedure: In pressure vessels, zinc powder (2.145 g, 33 mmol) is dried by heating under vacuum, then cooled, placed under N2, and slurried in N,N-dimethylacetamide (4 mL). To the slurry is added 1,2-dibromoethane (220 μL, 2.55 mmol) and the mixture is heated until boiling. The mixture is allowed to cool, and TMSCl (325 mL, 2.55 mmol) is added, followed by stirring for 30 min. to produce a green solution. To the slurry of activated zinc is added 5-(2-benzyloxy-4-iodomethylphenyl)-1,1-dioxo-2-(2-trimethylsi...